From a dataset of the Open Reaction Database (ORD), a public repository of structured organic reaction records. describe an organic reaction: reactants, conditions, products, and yield Reactants: C(C)OC(C(C(=O)OCC)CC#N)=O (2-(Cyanomethyl)malonic acid diethyl ester), [H-].[Na+] (sodium hydride), ClC1=NC=C(C=C1C)[N+](=O)[O-] (2-Chloro-3-methyl-5-nitropyridine). The solvent is O1CCCC1 (tetrahydrofuran), O1CCCC1 (tetrahydrofuran). The product is CC=1C(=NC=C(C1)[N+](=O)[O-])C(CC#N)(C(=O)OCC)C(=O)OCC (3-(3-Methyl-5-nitropyrid-2-yl)-3,3-bis(carbethoxy)-propionitrile). Reaction SMILES: [CH2:1]([O:3][C:4](=[O:14])[CH:5]([CH2:11][C:12]#[N:13])[C:6]([O:8][CH2:9][CH3:10])=[O:7])[CH3:2].[H-].[Na+].Cl[C:18]1[C:23]([CH3:24])=[CH:22][C:21]([N+:25]([O-:27])=[O:26])=[CH:20][N:19]=1>O1CCCC1>[CH3:24][C:23]1[C:18]([C:5]([C:4]([O:3][CH2:1][CH3:2])=[O:14])([C:6]([O:8][CH2:9][CH3:10])=[O:7])[CH2:11][C:12]#[N:13])=[N:19][CH:20]=[C:21]([N+:25]([O-:27])=[O:26])[CH:22]=1 |f:1.2|. Procedure details: 2-(Cyanomethyl)malonic acid diethyl ester (G. Casini et al, Ann. Chim. (Rome), 51, 366-74 (1961) (81 g) was reacted with sodium hydride (8.9 g) in tetrahydrofuran at 20° C. 2-Chloro-3-methyl-5-nitropyridine (G. E. Hawkins & A. Roe, J. Org. Chem., 14, 328 (1949)) (58.5 g) was added and the internal temperature was raised to 95°-105° C. (some tetrahydrofuran was distilled off) over 11 hours. The reaction mixture was partitioned between chloroform and water (pH of aqueous phase was lowered to 3), t... The reactants are O=C([O-])[O-], Cc1nc(-c2nccs2)ncc1C(=O)O, Nn1c(C2CC2)cc2cc(F)ccc21, [Na+], [Na+], CN(C)C=O. The product is Cc1nc(-c2nccs2)ncc1C(=O)Nn1c(C2CC2)cc2cc(F)ccc21. As a reaction SMILES: [C:35](=[O:36])([O-:37])[O-:38].[CH3:1][c:2]1[n:3][c:4](-[c:11]2[s:12][cH:13][cH:14][n:15]2)[n:5][cH:6][c:7]1[C:8](=[O:9])[OH:10].[CH:16]1([c:19]2[n:20]([NH2:29])[c:21]3[cH:22][cH:23][c:24]([F:28])[cH:25][c:26]3[cH:27]2)[CH2:17][CH2:18]1.[Na+:39].[Na+:40].[O:30]=[CH:31][N:32]([CH3:33])[CH3:34]>>[CH3:1][c:2]1[n:3][c:4](-[c:11]2[s:12][cH:13][cH:14][n:15]2)[n:5][cH:6][c:7]1[C:8](=[O:10])[NH:29][n:20]1[c:19]([CH:16]2[CH2:17][CH2:18]2)[cH:27][c:26]2[c:21]1[cH:22][cH:23][c:24]([F:28])[cH:25]2. The reactants are CC(C)(C)[Si](C)(C)Oc1ccc(C2C(CCC(O)c3ccc(F)cc3)C(=O)N2c2ccc(C#CCNS(C)(=O)=O)cc2)cc1, C1CCOC1, Cl. Product: CS(=O)(=O)NCC#Cc1ccc(N2C(=O)C(CCC(O)c3ccc(F)cc3)C2c2ccc(O)cc2)cc1. Reaction SMILES: [C:1]([Si:2]([CH3:3])([CH3:4])[O:6][c:7]1[cH:8][cH:9][c:10]([CH:13]2[N:14]([c:29]3[cH:30][cH:31][c:32]([C:35]#[C:36][CH2:37][NH:38][S:39](=[O:40])(=[O:41])[CH3:42])[cH:33][cH:34]3)[C:15](=[O:28])[CH:16]2[CH2:17][CH2:18][CH:19]([OH:20])[c:21]2[cH:22][cH:23][c:24]([F:27])[cH:25][cH:26]2)[cH:11][cH:12]1)([CH3:5])([CH3:43])[CH3:44].[CH2:46]1[O:47][CH2:48][CH2:49][CH2:50]1.[ClH:45]>>[OH:6][c:7]1[cH:8][cH:9][c:10]([CH:13]2[N:14]([c:29]3[cH:30][cH:31][c:32]([C:35]#[C:36][CH2:37][NH:38][S:39](=[O:40])(=[O:41])[CH3:42])[cH:33][cH:34]3)[C:15](=[O:28])[CH:16]2[CH2:17][CH2:18][CH:19]([OH:20])[c:21]2[cH:22][cH:23][c:24]([F:27])[cH:25][cH:26]2)[cH:11][cH:12]1. The reactants are [OH-].[NH4+] (ammonium hydroxide), C(C)(C)(C)OC(=O)NC[C@H](C(=O)O)C ((R)-3-(tert-Butoxycarbonylamino)-2-methylpropanoic acid), Cl (HCl), ON1C(CCC1=O)=O (N-hydroxysuccinimide), CN(CCCN=C=NCC)C (1-(3-dimethylaminopropyl)-3-ethylcarbodiimide). Reagents/catalysts: CN(C1=CC=NC=C1)C (4-Dimethylaminopyridine). The solvent is ClCCl (dichloromethane), C(C)(=O)OCC (ethyl acetate). Reaction conditions: time 4 hour. Yields the product C(C)(C)(C)OC(NC[C@@H](C)C(N)=O)=O (((R)-2-carbamoyl-propyl)-carbamic acid tert-butyl ester). Isolated yield 72.0%. Reaction SMILES: [C:1]([O:5][C:6]([NH:8][CH2:9][C@@H:10]([CH3:14])[C:11](O)=[O:12])=[O:7])([CH3:4])([CH3:3])[CH3:2].C[N:16](C)CCCN=C=NCC.ON1C(=O)CCC1=O.[OH-].[NH4+].Cl>ClCCl.CN(C)C1C=CN=CC=1.C(OCC)(=O)C>[C:1]([O:5][C:6](=[O:7])[NH:8][CH2:9][C@H:10]([C:11](=[O:12])[NH2:16])[CH3:14])([CH3:4])([CH3:3])[CH3:2] |f:3.4|. Procedure details: (R)-3-(tert-Butoxycarbonylamino)-2-methylpropanoic acid (465 mg, 2.3 mmol) was dissolved in dichloromethane (11 ml). 4-Dimethylaminopyridine (280 mg, 2.3 mmol) and 1-(3-dimethylaminopropyl)-3-ethylcarbodiimide (877 mg, 4.58 mmol) were added, followed by N-hydroxysuccinimide (290 mg, 2.52 mmol). After 4 h of stirring at room temperature, concentrated ammonium hydroxide (1.6 ml) was added slowly. The reaction mixture was stirred for an additional 20 min then aqueous HCl and ethyl acetate were adde... The reactants are BrC=1C(=NN(C1C)C1=C(C=C(C(=O)O)C=C1)C(=O)N1CC2=CC=CC=C2CC1)C(N(CCCC)CCCC)=O (4-(4-bromo-3-(dibutylcarbamoyl)-5-methyl-1H-pyrazol-1-yl)-3-(1,2,3,4-tetrahydroisoquinoline-2-carbonyl)benzoic acid), C(CCC)N(C(=O)C1=NN(C(=C1Cl)C)C1=C(C=C(C(=O)OCC2=CC=CC=C2)C=C1)C(=O)N1CC2=CC=CC=C2CC1)CC1=CC(=C(C=C1)Cl)Cl (benzyl 4-(3-(butyl(3,4-dichlorobenzyl)carbamoyl)-4-chloro-5-methyl-1H-pyrazol-1-yl)-3-(1,2,3,4-tetrahydroisoquinoline-2-carbonyl)benzoate). Yields the product C(CCC)N(C(=O)C1=NN(C(=C1Cl)C)C1=C(C=C(C(=O)O)C=C1)C(=O)N1CC2=CC=CC=C2CC1)CC1=CC(=C(C=C1)Cl)Cl (4-(3-(Butyl(3,4-dichlorobenzyl)carbamoyl)-4-chloro-5-methyl-1H-pyrazol-1-yl)-3-(1,2,3,4-tetrahydroisoquinoline-2-carbonyl)benzoic acid). Isolated yield 98.2%. Reaction SMILES: BrC1C(C(=O)N(CCCC)CCCC)=NN(C2C=CC(C(O)=O)=CC=2C(N2CCC3C(=CC=CC=3)C2)=O)C=1C.[CH2:40]([N:44]([CH2:82][C:83]1[CH:88]=[CH:87][C:86]([Cl:89])=[C:85]([Cl:90])[CH:84]=1)[C:45]([C:47]1[C:51]([Cl:52])=[C:50]([CH3:53])[N:49]([C:54]2[CH:69]=[CH:68][C:57]([C:58]([O:60]CC3C=CC=CC=3)=[O:59])=[CH:56][C:55]=2[C:70]([N:72]2[CH2:81][CH2:80][C:79]3[C:74](=[CH:75][CH:76]=[CH:77][CH:78]=3)[CH2:73]2)=[O:71])[N:48]=1)=[O:46])[CH2:41][CH2:42][CH3:43]>>[CH2:40]([N:44]([CH2:82][C:83]1[CH:88]=[CH:87][C:86]([Cl:89])=[C:85]([Cl:90])[CH:84]=1)[C:45]([C:47]1[C:51]([Cl:52])=[C:50]([CH3:53])[N:49]([C:54]2[CH:69]=[CH:68][C:57]([C:58]([OH:60])=[O:59])=[CH:56][C:55]=2[C:70]([N:72]2[CH2:81][CH2:80][C:79]3[C:74](=[CH:75][CH:76]=[CH:77][CH:78]=3)[CH2:73]2)=[O:71])[N:48]=1)=[O:46])[CH2:41][CH2:42][CH3:43]. Procedure: Following a procedure analogous to that for the synthesis of Intermediate 164B, benzyl 4-(3-(butyl(3,4-dichlorobenzyl)carbamoyl)-4-chloro-5-methyl-1H-pyrazol-1-yl)-3-(1,2,3,4-tetrahydroisoquinoline-2-carbonyl)benzoate (2.20 g, 2.96 mmol) was converted to the title compound (1.90 g, 98%). 1H NMR (DMSO-d6, mixture of amide rotamers) δ 8.15 (d, J=8.4 Hz, 1H), 8.05 (d, J=2.2 Hz, 0.5H), 8.01-7.96 (m, 0.5H), 7.88-7.69 (m, 1H), 7.60-7.48 (m, 1.5H), 7.46-7.38 (m, 0.5H), 7.35-7.26 (m, 1H), 7.24-6.94 (m, ... The reactants are CO, [H][H], CC(C)(C)OC(=O)NC1CCC(C(O[SiH](c2ccccc2)c2ccccc2)C(C)(C)C)CC1N=[N+]=[N-]. The product is CC(C)(C)OC(=O)NC1CCC(C(O[SiH](c2ccccc2)c2ccccc2)C(C)(C)C)CC1N. Reaction SMILES: [CH3:39][OH:40].[H:37][H:38].[N:1](=[N+:2]=[N-:3])[CH:4]1[CH2:5][CH:6]([CH:18]([O:19][SiH:20]([c:21]2[cH:22][cH:23][cH:24][cH:25][cH:26]2)[c:27]2[cH:28][cH:29][cH:30][cH:31][cH:32]2)[C:33]([CH3:34])([CH3:35])[CH3:36])[CH2:7][CH2:8][CH:9]1[NH:10][C:11](=[O:12])[O:13][C:14]([CH3:15])([CH3:16])[CH3:17]>>[NH2:1][CH:4]1[CH2:5][CH:6]([CH:18]([O:19][SiH:20]([c:21]2[cH:22][cH:23][cH:24][cH:25][cH:26]2)[c:27]2[cH:28][cH:29][cH:30][cH:31][cH:32]2)[C:33]([CH3:34])([CH3:35])[CH3:36])[CH2:7][CH2:8][CH:9]1[NH:10][C:11](=[O:12])[O:13][C:14]([CH3:15])([CH3:16])[CH3:17].